From a dataset of the Open Reaction Database (ORD), a public repository of structured organic reaction records. describe an organic reaction: reactants, conditions, products, and yield Reactants: Cc1ccccc1Br, CCOC(C)=O, CN1CCCC1=O, [Cu]I, [K+], [K+], O=C1CN2C(=O)CCC2N1, O=C([O-])[O-]. Product: Cc1ccccc1N1C(=O)CN2C(=O)CCC21. Reaction SMILES: [Br:17][c:18]1[c:19]([CH3:24])[cH:20][cH:21][cH:22][cH:23]1.[CH3:25][CH2:26][O:27][C:28](=[O:29])[CH3:30].[CH3:31][N:32]1[CH2:33][CH2:34][CH2:35][C:36]1=[O:37].[Cu:38][I:39].[K+:11].[K+:12].[NH:1]1[CH:2]2[N:3]([CH2:4][C:5]1=[O:6])[C:7](=[O:10])[CH2:8][CH2:9]2.[O-:13][C:14]([O-:15])=[O:16]>>[N:1]1([c:18]2[c:19]([CH3:24])[cH:20][cH:21][cH:22][cH:23]2)[CH:2]2[N:3]([CH2:4][C:5]1=[O:6])[C:7](=[O:10])[CH2:8][CH2:9]2. The reactants are O=C1CCC(=O)N1Br, Cc1c(Cl)cc(Cl)cc1Br, O=C(OOC(=O)c1ccccc1)c1ccccc1. The product is Clc1cc(Cl)c(CBr)c(Br)c1. Reaction SMILES: [Br:11][N:12]1[C:13](=[O:14])[CH2:15][CH2:16][C:17]1=[O:18].[Br:1][c:2]1[c:3]([CH3:10])[c:4]([Cl:9])[cH:5][c:6]([Cl:8])[cH:7]1.[C:19]([O:20][O:21][C:22](=[O:23])[c:24]1[cH:25][cH:26][cH:27][cH:28][cH:29]1)(=[O:30])[c:31]1[cH:32][cH:33][cH:34][cH:35][cH:36]1>>[Br:1][c:2]1[c:3]([CH2:10][Br:11])[c:4]([Cl:9])[cH:5][c:6]([Cl:8])[cH:7]1.